From a dataset of the Open Reaction Database (ORD), a public repository of structured organic reaction records. describe an organic reaction: reactants, conditions, products, and yield The reactants are O(C1=CC=CC=C1)CC=1SC2NC(C2N1)=O (3-phenoxymethyl-6-oxo-2-thia-4,7-diazabicyclo[3,2,0]hept-3-ene), C(C=O)(=O)OCC1=CC=CC=C1 (benzyl glyoxylate), 3A. Run in C1=CC=CC=C1 (benzene). The product is C(C1=CC=CC=C1)OC(=O)C(O)N1C(C2N=C(SC12)COC1=CC=CC=C1)=O (7-(benzyloxycarbonyl-1-hydroxymethyl)-3-phenoxymethyl-6-oxo-2-thia-4,7-diazabicyclo[3,2,0]hept-3-ene). Yield: 514.1%. RXN SMILES: [O:1]([CH2:8][C:9]1[S:10][CH:11]2[CH:14]([N:15]=1)[C:13](=[O:16])[NH:12]2)[C:2]1[CH:7]=[CH:6][CH:5]=[CH:4][CH:3]=1.[C:17]([O:21][CH2:22][C:23]1[CH:28]=[CH:27][CH:26]=[CH:25][CH:24]=1)(=[O:20])[CH:18]=[O:19]>C1C=CC=CC=1>[CH2:22]([O:21][C:17]([CH:18]([N:12]1[CH:11]2[CH:14]([N:15]=[C:9]([CH2:8][O:1][C:2]3[CH:7]=[CH:6][CH:5]=[CH:4][CH:3]=3)[S:10]2)[C:13]1=[O:16])[OH:19])=[O:20])[C:23]1[CH:28]=[CH:27][CH:26]=[CH:25][CH:24]=1. Reported procedure: Into a 500 ml. flask equipped with a Dean-Stark condenser filled with Molecular Sieves 3A (Trade Name, manufactured by Nakarai Chemicals Ltd.) were charged with 3-phenoxymethyl-6-oxo-2-thia-4,7-diazabicyclo[3,2,0]hept-3-ene (995 mg.), benzyl glyoxylate (6.2 g.) and benzene (80 ml.). The mixture was heated under reflux for 3.5 hours. After benzene (40 ml.) was distilled off, the resultant solution was cooled to room temperature, and 25% aqueous solution of sodium bisulfite (150 ml.) was added the... The product is FC1=C(C=C(C=C1)C(CCC(=O)O)=O)C (4-(4-Fluoro-3-methylphenyl)-4-oxobutanoic acid). Run at time 30 minute. RXN SMILES: [O:1]1CC[O:3][CH:2]1[CH2:6][CH2:7][CH:8]([C:10]1[CH:15]=[CH:14][C:13]([F:16])=[C:12]([CH3:17])[CH:11]=1)[OH:9].CC(C)=O.OS(O)(=O)=O.O=[Cr](=O)=O.O>CC(C)=O>[F:16][C:13]1[CH:14]=[CH:15][C:10]([C:8](=[O:9])[CH2:7][CH2:6][C:2]([OH:3])=[O:1])=[CH:11][C:12]=1[CH3:17] |f:1.2.3|. Starting materials: O1C(OCC1)CCC(O)C1=CC(=C(C=C1)F)C (3-(1,3-dioxolan-2-yl)-1-(4-fluoro-3-methylphenyl)propan-1-ol), CC(=O)C.OS(=O)(=O)O.O=[Cr](=O)=O (Jones reagent), O (water). Procedure details: To a solution of 3-(1,3-dioxolan-2-yl)-1-(4-fluoro-3-methylphenyl)propan-1-ol (1.6 g, 6.7 mmol) in 15 ml acetone was added Jones reagent (1.5 mL) dropwise at room temperature. The mixture was stirred for 30 min. and then 50 mL of water was added before extracting with DCM (3×40 mL). The combined DCM layers were washed with water (2×20 mL) and dried over Na2SO4. The solvent was evaporated under reduce pressure and the crude product used for the next step without further purification. The solvent is CC(=O)C (acetone).